This data is from the Open Reaction Database (ORD), a public repository of structured organic reaction records. The task is: describe an organic reaction: reactants, conditions, products, and yield Yield: 25.1%. Yields the product CC=1C(=NC=C(C1)C)N1CCN(CC1)C(=O)C1=CC=C(N=N1)N1C(OCC1)=O (3-{6-[4-(3,5-dimethylpyridin-2-yl)piperazine-1-carbonyl]pyridazin-3-yl}oxazolidin-2-one). Reported procedure: Using (6-chloropyridazin-3-yl)[4-(3,5-dimethylpyridin-2-yl)piperazin-1-yl]methanone (152 mg) described in Preparation Example 230 and oxazolidin-2-one (40 mg) and by the reaction and treatment in the same manner as in Example 1, the title compound (44 mg) was obtained. Reaction SMILES: Cl[C:2]1[N:7]=[N:6][C:5]([C:8]([N:10]2[CH2:15][CH2:14][N:13]([C:16]3[C:21]([CH3:22])=[CH:20][C:19]([CH3:23])=[CH:18][N:17]=3)[CH2:12][CH2:11]2)=[O:9])=[CH:4][CH:3]=1.[O:24]1[CH2:28][CH2:27][NH:26][C:25]1=[O:29]>>[CH3:22][C:21]1[C:16]([N:13]2[CH2:14][CH2:15][N:10]([C:8]([C:5]3[N:6]=[N:7][C:2]([N:26]4[CH2:27][CH2:28][O:24][C:25]4=[O:29])=[CH:3][CH:4]=3)=[O:9])[CH2:11][CH2:12]2)=[N:17][CH:18]=[C:19]([CH3:23])[CH:20]=1. Reactants: ClC1=CC=C(N=N1)C(=O)N1CCN(CC1)C1=NC=C(C=C1C)C ((6-chloropyridazin-3-yl)[4-(3,5-dimethylpyridin-2-yl)piperazin-1-yl]methanone), O1C(NCC1)=O (oxazolidin-2-one). The reactants are FC(C(=O)O)(F)F (trifluoroacetic acid), O (water), OC(C)C=1C=CC=C2C=CC=C(C12)O (8-(1-hydroxyethyl)-1-naphthol), C(C)(=O)OCC (ethyl acetate). Run in O1CCCC1 (tetrahydrofuran), N1=CC=CC=C1 (pyridine). Conditions: time 6 hour. Product: C(C)C1=CC=C2C=CC=C(C2=C1)OCOC (7-ethyl-1-methoxymethoxynaphthalene). As a reaction SMILES: OC([C:4]1[CH:5]=[CH:6][CH:7]=[C:8]2[C:13]=1[C:12]([OH:14])=[CH:11][CH:10]=[CH:9]2)C.F[C:16](F)(F)[C:17](O)=O.[C:22]([O:25][CH2:26]C)(=O)C.O>O1CCCC1.N1C=CC=CC=1>[CH2:16]([C:5]1[CH:4]=[C:13]2[C:8]([CH:9]=[CH:10][CH:11]=[C:12]2[O:14][CH2:26][O:25][CH3:22])=[CH:7][CH:6]=1)[CH3:17]. Procedure: 270 g of 8-(1-hydroxyethyl)-1-naphthol was dissolved in 500 ml of tetrahydrofuran and 170 ml of pyridine, followed by dropping 357 g of anhydrous trifluoroacetic acid under ice-cooling conditions in 45 minutes. The reaction solution was agitated under ice-cooling conditions for 0.5 hours, after which 2 liters of ethyl acetate was added. After washing with a saturated saline solution, 1N hydrochloric acid, a saturated saline solution and a sodium hydrogencarbonate saturated aqueous solution in th... Reactants: FC1=CC=C(C=C1)C1=NC(=NC(=C1C/C=C/O)C(C)C)N(S(=O)(=O)C)C (3-[4-(4-Fluorophenyl)-6-isopropyl-2-(N-methyl-N-methylsulfonylamino)pyrimidin-5-yl](2E)-propen-1-ol-). Reagents/catalysts: [O-2].[O-2].[Mn+4] (manganese dioxide). The solvent is C1(=CC=CC=C1)C (toluene). Reaction conditions: temperature 25 celsius, time 5 hour. The product is FC1=CC=C(C=C1)C1=NC(=NC(=C1/C=C/C=O)C(C)C)N(S(=O)(=O)C)C (3-[4-(4-fluorophenyl)-6-isopropyl-2-(N-methyl-N-methylsulfonylamino)pyrimidin-5-yl]-(2E)-propenal). Reaction SMILES: [F:1][C:2]1[CH:7]=[CH:6][C:5]([C:8]2[C:13]([CH2:14]/[CH:15]=[CH:16]/[OH:17])=[C:12]([CH:18]([CH3:20])[CH3:19])[N:11]=[C:10]([N:21]([CH3:26])[S:22]([CH3:25])(=[O:24])=[O:23])[N:9]=2)=[CH:4][CH:3]=1>C1(C)C=CC=CC=1.[O-2].[O-2].[Mn+4]>[F:1][C:2]1[CH:3]=[CH:4][C:5]([C:8]2[C:13](/[CH:14]=[CH:15]/[CH:16]=[O:17])=[C:12]([CH:18]([CH3:20])[CH3:19])[N:11]=[C:10]([N:21]([CH3:26])[S:22]([CH3:25])(=[O:24])=[O:23])[N:9]=2)=[CH:6][CH:7]=1 |f:2.3.4|. Procedure: 3-[4-(4-Fluorophenyl)-6-isopropyl-2-(N-methyl-N-methylsulfonylamino)pyrimidin-5-yl](2E)-propen-1-ol-(5 g) was dissolved in toluene (50 ml) at 25° C. and manganese dioxide (20 g) was added to it. The reaction mixture was stirred for 5 h at 25° C. After completion of the reaction, reaction mixture was filtered through hyflo and toluene was evaporated under reduced pressure at 40° C. to obtain the product as a semi solid. The product was further crystallized from hexane-ethyl acetate (20 ml, 9:1 v/... The reactants are FC1=CC=C(C=C1)C(=CCCN1CCC(CC1)(OC(=O)OC1=CC=CC=C1)C#C)C1=CC=C(C=C1)F (1-[4,4-bis(4-fluorophenyl)-3-butenyl]-4-ethynyl -4-phenoxycarbonyloxypiperidine), C(C1=CC=CC=C1)N (benzylamine). The solvent is C1=CC=CC=C1 (benzene). Run at time 10 hour. Yields the product C(C1=CC=CC=C1)NC(=O)OC1(CCN(CC1)CCC=C(C1=CC=C(C=C1)F)C1=CC=C(C=C1)F)C#C (4-benzylcarbamoyloxy-1-[4,4-bis(4-fluorophenyl)-3-butenyl]-4-ethynyl-piperidine). The yield is 75.7%. As a reaction SMILES: [F:1][C:2]1[CH:7]=[CH:6][C:5]([C:8]([C:30]2[CH:35]=[CH:34][C:33]([F:36])=[CH:32][CH:31]=2)=[CH:9][CH2:10][CH2:11][N:12]2[CH2:17][CH2:16][C:15]([C:28]#[CH:29])([O:18][C:19]([O:21]C3C=CC=CC=3)=O)[CH2:14][CH2:13]2)=[CH:4][CH:3]=1.[CH2:37]([NH2:44])[C:38]1[CH:43]=[CH:42][CH:41]=[CH:40][CH:39]=1>C1C=CC=CC=1>[CH2:37]([NH:44][C:19]([O:18][C:15]1([C:28]#[CH:29])[CH2:14][CH2:13][N:12]([CH2:11][CH2:10][CH:9]=[C:8]([C:30]2[CH:35]=[CH:34][C:33]([F:36])=[CH:32][CH:31]=2)[C:5]2[CH:4]=[CH:3][C:2]([F:1])=[CH:7][CH:6]=2)[CH2:17][CH2:16]1)=[O:21])[C:38]1[CH:43]=[CH:42][CH:41]=[CH:40][CH:39]=1. Reported procedure: 9.8 g of 1-[4,4-bis(4-fluorophenyl)-3-butenyl]-4-ethynyl -4-phenoxycarbonyloxypiperidine are stirred with 9 ml of benzylamine at 42° C. under nitrogen for 30 minutes, then at room temperature for 10 hours. Thereafter, benzene is added to the reaction mixture and washed first with an aqueous sodium hydroxide solution of 1 ml/liter concentration, then with water and dried over anhydrous magnesium sulfate. After evaporating the solution under reduced pressure, the residue is boiled in hexane and af... The reactants are solution, COC=1C=C(C(C(=O)O)=CC1OC)N (4,5-dimethoxyanthranilic acid), C(=O)(Cl)Cl (phosgene). The solvent is C1(=CC=CC=C1)C (toluene), O1CCOCC1 (1,4-dioxane). Reaction conditions: time 8 hour. Product: COC=1C=C2C(C(=O)OC(N2)=O)=CC1OC (4,5-dimethoxyisatoic anhydride). Yield: 97.2%. RXN SMILES: [CH3:1][O:2][C:3]1[CH:4]=[C:5]([NH2:14])[C:6](=[CH:10][C:11]=1[O:12][CH3:13])[C:7]([OH:9])=[O:8].[C:15](Cl)(Cl)=[O:16]>O1CCOCC1.C1(C)C=CC=CC=1>[CH3:1][O:2][C:3]1[CH:4]=[C:5]2[NH:14][C:15](=[O:16])[O:9][C:7](=[O:8])[C:6]2=[CH:10][C:11]=1[O:12][CH3:13]. Reported procedure: To a mixture of 10.0 g (51.0 mmol) of 4,5-dimethoxyanthranilic acid in 80 mL of 1,4-dioxane was slowly added 100 mL (193 mmol) of a 1.93 molar solution of phosgene in toluene, at room temperature. The mixture was stirred overnight. The mixture was concentrated to yield a residue which was triturated with ethyl acetate-hexane (1:4), filtered, washed with hexane and dried to afford 11.0 g (97.2%) of the 4,5-dimethoxyisatoic anhydride as a gray solid. MS (Cl mode) m/z 206 (M-18, 100%), 224 (M+H, 51...